Task: describe an organic reaction: reactants, conditions, products, and yield. Dataset: the Open Reaction Database (ORD), a public repository of structured organic reaction records Reactants: CSC1=NC(=O)C(=Cc2ccc3c(cnn3Cc3ccc(Cl)cc3C(F)(F)F)c2)S1, O=C1CCNCCN1. Product: O=C1CCN(C2=NC(=O)C(=Cc3ccc4c(cnn4Cc4ccc(Cl)cc4C(F)(F)F)c3)S2)CCN1. As a reaction SMILES: [Cl:1][c:2]1[cH:3][c:4]([C:27]([F:28])([F:29])[F:30])[c:5]([CH2:6][n:7]2[n:8][cH:9][c:10]3[cH:11][c:12]([CH:16]=[C:17]4[C:18](=[O:24])[N:19]=[C:20]([S:22][CH3:23])[S:21]4)[cH:13][cH:14][c:15]23)[cH:25][cH:26]1.[NH:31]1[CH2:32][CH2:33][NH:34][C:35](=[O:38])[CH2:36][CH2:37]1>>[Cl:1][c:2]1[cH:3][c:4]([C:27]([F:28])([F:29])[F:30])[c:5]([CH2:6][n:7]2[n:8][cH:9][c:10]3[cH:11][c:12]([CH:16]=[C:17]4[C:18](=[O:24])[N:19]=[C:20]([N:31]5[CH2:32][CH2:33][NH:34][C:35](=[O:38])[CH2:36][CH2:37]5)[S:21]4)[cH:13][cH:14][c:15]23)[cH:25][cH:26]1. The reactants are CCNC1CCCCC1, ClCCl, COc1ccc(N)c(CO)c1, O=S(Cl)Cl. Yields the product CCN(Cc1cc(OC)ccc1N)C1CCCCC1. RXN SMILES: [CH2:16]([CH3:17])[NH:18][CH:19]1[CH2:20][CH2:21][CH2:22][CH2:23][CH2:24]1.[CH2:25]([Cl:26])[Cl:27].[NH2:1][c:2]1[c:3]([CH2:4][OH:5])[cH:6][c:7]([O:10][CH3:11])[cH:8][cH:9]1.[S:12]([Cl:13])([Cl:14])=[O:15]>>[NH2:1][c:2]1[c:3]([CH2:4][N:18]([CH2:16][CH3:17])[CH:19]2[CH2:20][CH2:21][CH2:22][CH2:23][CH2:24]2)[cH:6][c:7]([O:10][CH3:11])[cH:8][cH:9]1. The reactants are CC(C)(C)O, CC(Cl)Cl, Clc1ncnc2ccc(I)cc12, Nc1ccc2c(ccn2S(=O)(=O)c2ccccc2)c1. Yields the product O=S(=O)(c1ccccc1)n1ccc2cc(Nc3ncnc4ccc(I)cc34)ccc21. As a reaction SMILES: [C:36]([OH:37])([CH3:38])([CH3:39])[CH3:40].[Cl:32][CH:33]([Cl:34])[CH3:35].[I:1][c:2]1[cH:3][c:4]2[c:5]([Cl:12])[n:6][cH:7][n:8][c:9]2[cH:10][cH:11]1.[NH2:13][c:14]1[cH:15][c:16]2[cH:17][cH:18][n:19]([S:23](=[O:24])(=[O:25])[c:26]3[cH:27][cH:28][cH:29][cH:30][cH:31]3)[c:20]2[cH:21][cH:22]1>>[I:1][c:2]1[cH:3][c:4]2[c:5]([NH:13][c:14]3[cH:15][c:16]4[cH:17][cH:18][n:19]([S:23](=[O:24])(=[O:25])[c:26]5[cH:27][cH:28][cH:29][cH:30][cH:31]5)[c:20]4[cH:21][cH:22]3)[n:6][cH:7][n:8][c:9]2[cH:10][cH:11]1. Starting materials: OC(C[C@@]1(CCN(C(O1)=O)[C@@H](C)C1=CC=C(C=C1)B1OC(C(O1)(C)C)(C)C)C1=CC=CC=C1)(C)C ((S)-6-(2-hydroxy-2-methylpropyl)-6-phenyl-3-((S)-1-(4-(4,4,5,5-tetramethyl-1,3,2-dioxaborolan-2-yl)phenyl)ethyl)-1,3-oxazinan-2-one), BrC=1C=NC(=NC1)N1C(=NC(=C1)C)C (5-bromo-2-(2,4-dimethyl-1H-imidazol-1-yl)-pyrimidine). Product: CC=1N(C=C(N1)C)C1=NC=C(C=N1)C1=CC=C(C=C1)[C@H](C)N1C(O[C@](CC1)(C1=CC=CC=C1)CC(C)(C)O)=O ((S)-3-((S)-1-(4-(2-(2,4-dimethyl-1H-imidazol-1-yl)pyrimidin-5-yl)phenyl)ethyl)-6-(2-hydroxy-2-methylpropyl)-6-phenyl-1,3-oxazinan-2-one). RXN SMILES: [OH:1][C:2]([CH3:35])([CH3:34])[CH2:3][C@@:4]1([C:28]2[CH:33]=[CH:32][CH:31]=[CH:30][CH:29]=2)[O:9][C:8](=[O:10])[N:7]([C@H:11]([C:13]2[CH:18]=[CH:17][C:16](B3OC(C)(C)C(C)(C)O3)=[CH:15][CH:14]=2)[CH3:12])[CH2:6][CH2:5]1.Br[C:37]1[CH:38]=[N:39][C:40]([N:43]2[CH:47]=[C:46]([CH3:48])[N:45]=[C:44]2[CH3:49])=[N:41][CH:42]=1>>[CH3:49][C:44]1[N:43]([C:40]2[N:39]=[CH:38][C:37]([C:16]3[CH:15]=[CH:14][C:13]([C@@H:11]([N:7]4[CH2:6][CH2:5][C@:4]([CH2:3][C:2]([OH:1])([CH3:34])[CH3:35])([C:28]5[CH:33]=[CH:32][CH:31]=[CH:30][CH:29]=5)[O:9][C:8]4=[O:10])[CH3:12])=[CH:18][CH:17]=3)=[CH:42][N:41]=2)[CH:47]=[C:46]([CH3:48])[N:45]=1. Procedure: The title compound was prepared from (S)-6-(2-hydroxy-2-methylpropyl)-6-phenyl-3-((S)-1-(4-(4,4,5,5-tetramethyl-1,3,2-dioxaborolan-2-yl)phenyl)ethyl)-1,3-oxazinan-2-one and 5-bromo-2-(2,4-dimethyl-1H-imidazol-1-yl)-pyrimidine following a procedure analogous to that described in Example 1 Step 2. LC-MS Method 2 tR=0.962 min, m/z=526.3; 1H NMR (CD3OD) 0.86 (s, 3H), 1.16 (s, 3H), 1.49 (m, 3H), 2.06 (m, 2H), 2.12 (m, 1H), 2.20 (s, 3H), 2.35-2.48 (m, 2H), 2.82 (s, 3H), 3.03 (m, 1H), 5.53 (m, 1H), 7.0... The reactants are BrC=1C=CC(=C(C(=O)NC=2C=NC=CC2)C1)O (5-bromo-2-hydroxy-N-3-pyridinylbenzamide), [OH-].[K+] (potassium hydroxide), CO (methanol), [K] (potassium), BrC(C)C1=CC=CC=C1 ((1-bromoethyl)benzene). The solvent is CN(C)C=O (DMF), O (water). Reaction conditions: time 15 minute. Yields the product BrC=1C=CC(=C(C(=O)NC=2C=NC=CC2)C1)OC(C)C1=CC=CC=C1 (5-Bromo-2-[(1-phenylethyl)oxy]-N-3-pyridinylbenzamide). Reaction SMILES: [Br:1][C:2]1[CH:3]=[CH:4][C:5]([OH:17])=[C:6]([CH:16]=1)[C:7]([NH:9][C:10]1[CH:11]=[N:12][CH:13]=[CH:14][CH:15]=1)=[O:8].[OH-].[K+].CO.[K].Br[CH:24]([C:26]1[CH:31]=[CH:30][CH:29]=[CH:28][CH:27]=1)[CH3:25]>O.CN(C=O)C>[Br:1][C:2]1[CH:3]=[CH:4][C:5]([O:17][CH:24]([C:26]2[CH:31]=[CH:30][CH:29]=[CH:28][CH:27]=2)[CH3:25])=[C:6]([CH:16]=1)[C:7]([NH:9][C:10]1[CH:11]=[N:12][CH:13]=[CH:14][CH:15]=1)=[O:8] |f:1.2,^1:21|. Reported procedure: The compound 5-bromo-2-hydroxy-N-3-pyridinylbenzamide (may be prepared as described in Description 35; 300 mg, 1.02 mmol) was added to a solution of potassium hydroxide (57.4 mg, 1.02 mmol) in methanol (2 ml, 49.4 mmol). The mixture was then stirred at room temperature for 15 min and the solvent was removed in vacuo. To the potassium salt was added DMF (10 ml) and (1-bromoethyl)benzene (189 mg, 1.023 mmol), The reaction mixture was then heated under reflux for 2 h. The mixture was cooled, dilute... Reactants: [OH-].[Na+] (NaOH), OC1=CC=C(N=N1)C(C#N)C (2-(6-hydroxy-pyridazin-3-yl)-propanenitrile), P(=O)(Cl)(Cl)Cl (phosphorus oxychloride), ice. As a reaction SMILES: O[C:2]1[N:7]=[N:6][C:5]([CH:8]([CH3:11])[C:9]#[N:10])=[CH:4][CH:3]=1.P(Cl)(Cl)([Cl:14])=O.[OH-].[Na+]>>[Cl:14][C:2]1[N:7]=[N:6][C:5]([CH:8]([CH3:11])[C:9]#[N:10])=[CH:4][CH:3]=1 |f:2.3|. The product is ClC1=CC=C(N=N1)C(C#N)C (2-(6-Chloro-pyridazin-3-yl)-propanenitrile). Run at time 45 minute. Procedure details: 1.5 g (10 mmol) of 2-(6-hydroxy-pyridazin-3-yl)-propanenitrile are mixed with 5 g of phosphorus oxychloride and the mixture is stirred at 80°-90° C. for 45 minutes. The mixture is poured onto 30 g of ice, adjusted to pH 6 using 2N NaOH and extracted using ether. After removal of the solvent, an oil remains which solidifies on standing. Yield: 1 g (59.7% of theory); m.p.: 65° C. from hexane. Starting materials: COC(C[C@H](CC)N1C(N(C2=C(C1=O)N=CC=C2)CC2=NSC1=C2C(=CC(=C1)C)C)=O)=O ((S)-3-[1-(4,6-dimethyl-benzo[d]isothiazol-3-ylmethyl)-2,4-dioxo-1,4-dihydro-2H-pyrido[3,2-d]pyrimidin-3-yl]-pentanoic acid methyl ester), [OH-].[Li+] (lithium hydroxide), C(C)(=O)O (acetic acid), O (water). Run in O1CCOCC1 (1,4-dioxane). Reaction conditions: time 3.5 hour. The product is CC1=CC(=CC2=C1C(=NS2)CN2C(N(C(C1=C2C=CC=N1)=O)[C@H](CC(=O)O)CC)=O)C ((S)-3-[1-(4,6-dimethyl-benzo[d]isothiazol-3-ylmethyl)-2,4-dioxo-1,4-dihydro-2H-pyrido[3,2-d]pyrimidin-3-yl]-pentanoic acid). The yield is 33.5%. RXN SMILES: C[O:2][C:3](=[O:32])[CH2:4][C@@H:5]([N:8]1[C:13](=[O:14])[C:12]2[N:15]=[CH:16][CH:17]=[CH:18][C:11]=2[N:10]([CH2:19][C:20]2[C:24]3[C:25]([CH3:30])=[CH:26][C:27]([CH3:29])=[CH:28][C:23]=3[S:22][N:21]=2)[C:9]1=[O:31])[CH2:6][CH3:7].[OH-].[Li+].C(O)(=O)C.O>O1CCOCC1>[CH3:30][C:25]1[C:24]2[C:20]([CH2:19][N:10]3[C:11]4[CH:18]=[CH:17][CH:16]=[N:15][C:12]=4[C:13](=[O:14])[N:8]([C@@H:5]([CH2:6][CH3:7])[CH2:4][C:3]([OH:32])=[O:2])[C:9]3=[O:31])=[N:21][S:22][C:23]=2[CH:28]=[C:27]([CH3:29])[CH:26]=1 |f:1.2|. Procedure details: To a solution of 80 mg of (S)-3-[1-(4,6-dimethyl-benzo[d]isothiazol-3-ylmethyl)-2,4-dioxo-1,4-dihydro-2H-pyrido[3,2-d]pyrimidin-3-yl]-pentanoic acid methyl ester in 1,4-dioxane (2.5 mL) is added lithium hydroxide solution (11 mg of lithium hydroxide monohydrate in 0.5 mL of water) at room temperature. The solution is stirred at the same temperature for 3.5 h. Then 0.5 mL of acetic acid is added along with 25 mL of water. The mixture is extracted with ethyl acetate (3×50 mL). The combined organic... The reactants are C(F)(F)(F)C=C(F)F (CF3CH═CF2), CO (methanol), C(C)(C)(C)OOC(C)(C)C (di-tertiarybutylperoxide), quartz. Yields the product C(F)(F)(F)CC(F)(F)CO (CF3CH2CF2CH2OH). Isolated yield 934.5%. Reaction SMILES: CO.[C:3]([O:7]OC(C)(C)C)(C)(C)C.[C:13]([CH:17]=[C:18]([F:20])[F:19])([F:16])([F:15])[F:14]>>[C:13]([CH2:17][C:18]([CH2:3][OH:7])([F:20])[F:19])([F:16])([F:15])[F:14]. Reported procedure: Under nitrogen, into a quartz tube equipped with a dry-ice condenser was added anhydrous methanol (20 g, 0.62 mol) and di-tertiarybutylperoxide (.79 g, 0.003 mol). The quartz tube was placed in a Rayonet UV photochemical reactor and HFC 1225, CF3CH═CF2 (7 g, 0.05 mol) was added drop-wise via a dry-ice condenser (−78° C.) over a period of ˜30 minutes while being irradiated at 254 nm. After complete addition, the reaction mixture was irradiated for ˜30 minutes. The reaction mixture was concentrate... The reactants are N1CCC(CC1)N1N=CC(=C1)C1=CC=2N(N=C1)C(=CN2)C=2C=C(C=CC2)NC(=O)NCC(F)(F)F (N-{3-[7-(1-piperidin-4-yl-1H-pyrazol-4-yl)imidazo[1,2-b]pyridazin-3-yl]phenyl}-N′-(2,2,2-trifluoroethyl)urea), C1(CCCC1)CC(=O)Cl (cyclopentylacetyl chloride). Yields the product C1(CCCC1)CC(=O)N1CCC(CC1)N1N=CC(=C1)C1=CC=2N(N=C1)C(=CN2)C=2C=C(C=CC2)NC(=O)NCC(F)(F)F (N-[3-(7-{1-[1-(cyclopentylacetyl)piperidin-4-yl]-1H-pyrazol-4-yl}imidazo[1,2-b]pyridazin-3-yl)phenyl]-N′-(2,2,2-trifluoroethyl)urea). Reaction SMILES: [NH:1]1[CH2:6][CH2:5][CH:4]([N:7]2[CH:11]=[C:10]([C:12]3[CH:17]=[N:16][N:15]4[C:18]([C:21]5[CH:22]=[C:23]([NH:27][C:28]([NH:30][CH2:31][C:32]([F:35])([F:34])[F:33])=[O:29])[CH:24]=[CH:25][CH:26]=5)=[CH:19][N:20]=[C:14]4[CH:13]=3)[CH:9]=[N:8]2)[CH2:3][CH2:2]1.[CH:36]1([CH2:41][C:42](Cl)=[O:43])[CH2:40][CH2:39][CH2:38][CH2:37]1>>[CH:36]1([CH2:41][C:42]([N:1]2[CH2:6][CH2:5][CH:4]([N:7]3[CH:11]=[C:10]([C:12]4[CH:17]=[N:16][N:15]5[C:18]([C:21]6[CH:22]=[C:23]([NH:27][C:28]([NH:30][CH2:31][C:32]([F:33])([F:35])[F:34])=[O:29])[CH:24]=[CH:25][CH:26]=6)=[CH:19][N:20]=[C:14]5[CH:13]=4)[CH:9]=[N:8]3)[CH2:3][CH2:2]2)=[O:43])[CH2:40][CH2:39][CH2:38][CH2:37]1. Procedure details: This compound was prepared by using procedures analogous to those described for the synthesis of Example 30 (Step 6) starting from N-{3-[7-(1-piperidin-4-yl-1H-pyrazol-4-yl)imidazo[1,2-b]pyridazin-3-yl]phenyl}-N′-(2,2,2-trifluoroethyl)urea and cyclopentylacetyl chloride (Lancaster, Cat. No. L14562). LCMS (M+H)+: m/z=595.2. Reactants: CCOC(=O)c1cc2c(OCC(C)C)cccc2[nH]1, CCO, [K+], [OH-]. The product is CC(C)COc1cccc2[nH]c(C(=O)O)cc12. As a reaction SMILES: [CH2:1]([CH3:2])[O:3][C:4](=[O:5])[c:6]1[nH:7][c:8]2[cH:9][cH:10][cH:11][c:12]([O:15][CH2:16][CH:17]([CH3:18])[CH3:19])[c:13]2[cH:14]1.[CH3:22][CH2:23][OH:24].[K+:21].[OH-:20]>>[O:3]=[C:4]([OH:5])[c:6]1[nH:7][c:8]2[cH:9][cH:10][cH:11][c:12]([O:15][CH2:16][CH:17]([CH3:18])[CH3:19])[c:13]2[cH:14]1.